Dataset: the Open Reaction Database (ORD), a public repository of structured organic reaction records. Task: describe an organic reaction: reactants, conditions, products, and yield Reactants: CCCCCCCCCCCCS(=O)(=O)Cl, COc1ccc(-c2nc3cc(Cl)c(Cl)cc3[nH]2)cc1N, Cl, O, c1ccncc1. The product is CCCCCCCCCCCCS(=O)(=O)Nc1cc(-c2nc3cc(Cl)c(Cl)cc3[nH]2)ccc1OC. As a reaction SMILES: [CH2:1]([CH2:2][CH2:3][CH2:4][CH2:5][CH2:6][CH2:7][CH2:8][CH2:9][CH2:10][CH2:11][CH3:12])[S:13](=[O:14])(=[O:15])[Cl:16].[Cl:17][c:18]1[cH:19][c:20]2[c:21]([nH:22][c:23](-[c:25]3[cH:26][cH:27][c:28]([O:32][CH3:33])[c:29]([NH2:31])[cH:30]3)[n:24]2)[cH:34][c:35]1[Cl:36].[ClH:38].[OH2:37].[cH:39]1[cH:40][cH:41][n:42][cH:43][cH:44]1>>[CH2:1]([CH2:2][CH2:3][CH2:4][CH2:5][CH2:6][CH2:7][CH2:8][CH2:9][CH2:10][CH2:11][CH3:12])[S:13](=[O:14])(=[O:15])[NH:31][c:29]1[c:28]([O:32][CH3:33])[cH:27][cH:26][c:25](-[c:23]2[n:22][c:21]3[c:20]([cH:19][c:18]([Cl:17])[c:35]([Cl:36])[cH:34]3)[nH:24]2)[cH:30]1. The reactants are [N+](=[N-])=C(C(C)=O)P(OC)(OC)=O (dimethyl (1-diazo-2-oxo-propyl)-phosphonate), N1(CCCC1)CC1=CC=C(C=C1)CCC=O (3-(4-pyrrolidin-1-ylmethyl-phenyl)-propionaldehyde), C(=O)([O-])[O-].[K+].[K+] (K2CO3). Solvent: CO (MeOH), C(C)OCC (diethyl ether). Conditions: time 8 hour. The product is C(CC#C)C1=CC=C(CN2CCCC2)C=C1 (1-(4-but-3-ynyl-benzyl)-pyrrolidine). RXN SMILES: [N+](=[C:3](P(=O)(OC)OC)C(=O)C)=[N-].[N:13]1([CH2:18][C:19]2[CH:24]=[CH:23][C:22]([CH2:25][CH2:26][CH:27]=O)=[CH:21][CH:20]=2)[CH2:17][CH2:16][CH2:15][CH2:14]1.C([O-])([O-])=O.[K+].[K+]>CO.C(OCC)C>[CH2:25]([C:22]1[CH:23]=[CH:24][C:19]([CH2:18][N:13]2[CH2:17][CH2:16][CH2:15][CH2:14]2)=[CH:20][CH:21]=1)[CH2:26][C:27]#[CH:3] |f:2.3.4|. Procedure details: 815 mg (4.2 mmol) dimethyl (1-diazo-2-oxo-propyl)-phosphonate is added to a mixture of 760 mg (3.5 mmol) 3-(4-pyrrolidin-1-ylmethyl-phenyl)-propionaldehyde and 970 mg (7.0 mmol) K2CO3 in 100 mL dry MeOH under an argon atmosphere and stirred overnight at RT. The reaction mixture is diluted with diethyl ether, the organic phase is washed with saturated, aqueous NaHCO3 solution and dried over Na2SO4. After the desiccant and solvent have been eliminated the residue is purified on silica gel (EtOAc/M...